This data is from the Open Reaction Database (ORD), a public repository of structured organic reaction records. The task is: describe an organic reaction: reactants, conditions, products, and yield The reactants are C(=O)CCCCC(=O)OC (methyl 5-formylvalerate), O (water). Reagents/catalysts: S(O)(O)(=O)=O (sulfuric acid). Solvent: CO (methanol). The product is C(=O)CCCCC(=O)O (5-formylvaleric acid). Isolated yield 56.9%. RXN SMILES: [CH:1]([CH2:3][CH2:4][CH2:5][CH2:6][C:7]([O:9]C)=[O:8])=[O:2].O>S(=O)(=O)(O)O.CO>[CH:1]([CH2:3][CH2:4][CH2:5][CH2:6][C:7]([OH:9])=[O:8])=[O:2]. Procedure details: 36 g of methyl 5-formylvalerate, 90 g of water and 0.5 g of sulfuric acid were refluxed for 3.5 hours, the methanol formed being distilled off constantly. Fractional distillation under reduced pressure gave 18.5 g (yield 57% of theory) of 5-formylvaleric acid of boiling point 106°-112° C./1 mbar. 13C NMR spectrum in D-chloroform: chemical shifts relative to tetramethyl silane as internal standard=21, 24, 34 and 44 ppm (4 methylene groups), 178 ppm (formyl group) and 203 ppm (carboxyl group). Starting materials: Cl (hydrochloric acid), OC1=CC=C(C(=O)NC2=C(C(=CC=C2)Cl)Cl)C=C1 (4-hydroxy-N-(2,3-dichlorophenyl)-benzamide), BrCC(=O)OCC (ethyl bromoacetate), C([O-])([O-])=O.[K+].[K+] (potassium carbonate). Run in CN(C=O)C (N,N-dimethylformamide). Reaction conditions: time 4 hour. Yields the product ClC1=C(C=CC=C1Cl)NC(=O)C1=CC=C(OCC(=O)OCC)C=C1 (ethyl 4-(2,3-dichlorophenyl-carbamoyl)-phenoxyacetate). Isolated yield 93.7%. RXN SMILES: [OH:1][C:2]1[CH:18]=[CH:17][C:5]([C:6]([NH:8][C:9]2[CH:14]=[CH:13][CH:12]=[C:11]([Cl:15])[C:10]=2[Cl:16])=[O:7])=[CH:4][CH:3]=1.Br[CH2:20][C:21]([O:23][CH2:24][CH3:25])=[O:22].C(=O)([O-])[O-].[K+].[K+].Cl>CN(C)C=O>[Cl:16][C:10]1[C:11]([Cl:15])=[CH:12][CH:13]=[CH:14][C:9]=1[NH:8][C:6]([C:5]1[CH:4]=[CH:3][C:2]([O:1][CH2:20][C:21]([O:23][CH2:24][CH3:25])=[O:22])=[CH:18][CH:17]=1)=[O:7] |f:2.3.4|. Procedure details: 28.2 g of 4-hydroxy-N-(2,3-dichlorophenyl)-benzamide, 20.0 g of ethyl bromoacetate and 20.7 g of potassium carbonate were dispersed in 150 ml of N,N-dimethylformamide, and the dispersion was stirred at a temperature of from 120° to 140° C. for 4 hours. After completion of the reaction, the reaction solution was poured into 500 ml of a 2% hydrochloric acid aqueous solution. The crude product obtained by collecting precipitates by filtration, was recrystallized from toluene to obtain 34.5 g of des... Starting materials: C(C)OCC (diethyl ether), N1CCOCC1 (morpholine), [N+](=O)([O-])C=1C=C(CCl)C=CC1 (3-nitrobenzyl chloride). Solvent: C1(=CC=CC=C1)C (toluene), C1(=CC=CC=C1)C (toluene). Run at temperature 85 celsius, time 2 hour. The product is [N+](=O)([O-])C=1C=C(CN2CCOCC2)C=CC1 (4-(3-Nitrobenzyl)morpholine). RXN SMILES: [NH:1]1[CH2:6][CH2:5][O:4][CH2:3][CH2:2]1.[N+:7]([C:10]1[CH:11]=[C:12]([CH:15]=[CH:16][CH:17]=1)[CH2:13]Cl)([O-:9])=[O:8].C(OCC)C>C1(C)C=CC=CC=1>[N+:7]([C:10]1[CH:11]=[C:12]([CH:15]=[CH:16][CH:17]=1)[CH2:13][N:1]1[CH2:6][CH2:5][O:4][CH2:3][CH2:2]1)([O-:9])=[O:8]. Procedure: A solution of morpholine (4.57 mL) in toluene (10 mL) at 5° C. was treated with a solution of 3-nitrobenzyl chloride (4.29 g) in toluene (10 mL). After stirring at 85° C. for 2 hours the reaction mixture was allowed to cool to room temperature and then left to stand overnight. The reaction mixture was treated with diethyl ether (100 mL), then washed three times with water (50 mL), then three times with brine (50 mL), dried over magnesium sulfate and then evaporated. The residue was subjected to ... Reactants: ClC=1C(=C(N)C=CC1)C (3-chloro-2-methylaniline), C1CC(=O)N(C1=O)Br (NBS), [O-]S(=O)(=S)[O-].[Na+].[Na+] (Na2S2O3). Run in CC#N (CH3CN). Reaction conditions: time 30 minute. The product is BrC1=C(C(=C(N)C=C1)C)Cl (4-Bromo-3-chloro-2-methylaniline). Yield: 64.2%. RXN SMILES: [Cl:1][C:2]1[C:3]([CH3:9])=[C:4]([CH:6]=[CH:7][CH:8]=1)[NH2:5].C1C(=O)N([Br:17])C(=O)C1.[O-]S([O-])(=S)=O.[Na+].[Na+]>CC#N>[Br:17][C:8]1[CH:7]=[CH:6][C:4]([NH2:5])=[C:3]([CH3:9])[C:2]=1[Cl:1] |f:2.3.4|. Procedure: To a solution of 3-chloro-2-methylaniline (30 g, 0.212 mol) in CH3CN (300 mL) was added NBS (45.2 g, 0.254 mol) in portions at 10° C. The resulting mixture was stirred at room temperature for 30 minutes. Upon completion, saturated Na2S2O3 (500 mL) was added slowly into the reaction mixture at 10° C. The organic layer was separated, and the aqueous layer was extracted with EtOAc. The combined organic layers were dried over Na2SO4 and concentrated in vacuo. The residue was washed with petroleum et... Starting materials: ClC=1C=C(C=CC1Cl)C1CC(CC2=CC=CC=C12)NC ([4-(3,4-dichlorophenyl)-1,2,3,4-tetrahydronaphthalen-2-yl]-methyl-amine), ClC=1C=C(C=CC1Cl)C1CC(CC2=CC=CC=C12)NC ([4-(3,4-dichlorophenyl)-1,2,3,4-tetrahydronaphthalen-2-yl]-methyl-amine), C=O (formaldehyde). The solvent is C(=O)O (formic acid). The product is ClC=1C=C(C=CC1Cl)C1CC(CC2=CC=CC=C12)N(C)C ([4-(3,4-dichlorophenyl)-1,2,3,4-tetrahydronaphthalen-2-yl]-dimethyl-amine). RXN SMILES: [Cl:1][C:2]1[CH:3]=[C:4]([CH:9]2[C:18]3[C:13](=[CH:14][CH:15]=[CH:16][CH:17]=3)[CH2:12][CH:11]([NH:19][CH3:20])[CH2:10]2)[CH:5]=[CH:6][C:7]=1[Cl:8].[CH2:21]=O>C(O)=O>[Cl:1][C:2]1[CH:3]=[C:4]([CH:9]2[C:18]3[C:13](=[CH:14][CH:15]=[CH:16][CH:17]=3)[CH2:12][CH:11]([N:19]([CH3:21])[CH3:20])[CH2:10]2)[CH:5]=[CH:6][C:7]=1[Cl:8]. Procedure details: Referring to Scheme 1, the beta-tetralone analog 5 is derived from the alpha-tetralone 1 in four steps. The reduced ketone (Compound 2) is dehydrated and the resultant alkene (Compound 3) is converted to the diol (Compound 4). Elimination of water from the diol gives the beta-tetralone (Compound 5). Compound 5 is then condensed with ammonium chloride under reductive amination conditions to give Compound 6, a compound of the invention (e.g., using the preferred 3,4-dichorophenyl as an example, to...